From a dataset of the Open Reaction Database (ORD), a public repository of structured organic reaction records. describe an organic reaction: reactants, conditions, products, and yield Starting materials: C#CCN(CC)CC, NC(=O)C1(C(=O)N(c2ccc(F)cc2)c2ccc(Oc3ccnc4cc(I)sc34)c(Cl)c2)CC1. Yields the product CCN(CC)CC#Cc1cc2nccc(Oc3ccc(N(C(=O)C4(C(N)=O)CC4)c4ccc(F)cc4)cc3Cl)c2s1. RXN SMILES: [CH2:35]([CH3:36])[N:37]([CH2:38][C:39]#[CH:40])[CH2:41][CH3:42].[Cl:1][c:2]1[cH:3][c:4]([N:19]([C:20](=[O:21])[C:22]2([C:25](=[O:26])[NH2:27])[CH2:23][CH2:24]2)[c:28]2[cH:29][cH:30][c:31]([F:34])[cH:32][cH:33]2)[cH:5][cH:6][c:7]1[O:8][c:9]1[c:10]2[c:11]([n:12][cH:13][cH:14]1)[cH:15][c:16]([I:18])[s:17]2>>[Cl:1][c:2]1[cH:3][c:4]([N:19]([C:20](=[O:21])[C:22]2([C:25](=[O:26])[NH2:27])[CH2:23][CH2:24]2)[c:28]2[cH:29][cH:30][c:31]([F:34])[cH:32][cH:33]2)[cH:5][cH:6][c:7]1[O:8][c:9]1[c:10]2[c:11]([n:12][cH:13][cH:14]1)[cH:15][c:16]([C:40]#[C:39][CH2:38][N:37]([CH2:35][CH3:36])[CH2:41][CH3:42])[s:17]2. The reactants are N1=CC=CC=C1 (Pyridine), C(C)(C)(C)OC(NC1=CC(=NO1)C(CNC)(C)C)=O ([3-(1,1-dimethyl-2-methylamino-ethyl)-isoxazol-5-yl]-carbamic acid tert-butyl ester), C(C)(=O)Cl (acetyl chloride), N1=CC=CC=C1 (pyridine), C(C)(=O)Cl (acetyl chloride). Run in C1CCOC1 (THF). Conditions: time 3 hour. The product is C(C)(C)(C)OC(NC1=CC(=NO1)C(CN(C)C(C)=O)(C)C)=O ({3-[2-(Acetyl-methyl-amino)-1,1-dimethyl-ethyl]-isoxazol-5-yl}-carbamic acid tert-butyl ester). Yield: 47.4%. Reaction SMILES: N1C=CC=CC=1.[C:7]([O:11][C:12](=[O:25])[NH:13][C:14]1[O:18][N:17]=[C:16]([C:19]([CH3:24])([CH3:23])[CH2:20][NH:21][CH3:22])[CH:15]=1)([CH3:10])([CH3:9])[CH3:8].[C:26](Cl)(=[O:28])[CH3:27]>C1COCC1>[C:7]([O:11][C:12](=[O:25])[NH:13][C:14]1[O:18][N:17]=[C:16]([C:19]([CH3:24])([CH3:23])[CH2:20][N:21]([C:26](=[O:28])[CH3:27])[CH3:22])[CH:15]=1)([CH3:10])([CH3:9])[CH3:8]. Procedure details: Pyridine (0.055 mL, 0.68 mmol) is added to a solution of [3-(1,1-dimethyl-2-methylamino-ethyl)-isoxazol-5-yl]-carbamic acid tert-butyl ester (150.0 mg, 0.59 mmol) in THF (2.0 mL) followed by the addition of acetyl chloride (0.048 mL, 0.68 mmol). The reaction mixture is stirred at room temperature for 3 h. After this time, more pyridine (0.028 mL, 0.34 mmol) and more acetyl chloride (0.024 mL, 0.34 mmol) are added to the reaction mixture and stirred for another 1 h. After this time, the reaction ... Starting materials: CCO, Cl, N#Cc1ccc(Oc2cc(F)ccc2F)c([N+](=O)[O-])c1, O, O, O, Cl[Sn]Cl. Yields the product N#Cc1ccc(Oc2cc(F)ccc2F)c(N)c1. Reaction SMILES: [CH3:27][CH2:28][OH:29].[ClH:30].[F:6][c:7]1[c:8]([O:9][c:10]2[c:11]([N+:18]([O-:19])=[O:20])[cH:12][c:13]([C:14]#[N:15])[cH:16][cH:17]2)[cH:21][c:22]([F:25])[cH:23][cH:24]1.[OH2:1].[OH2:26].[OH2:2].[Sn:3]([Cl:4])[Cl:5]>>[F:6][c:7]1[c:8]([O:9][c:10]2[c:11]([NH2:18])[cH:12][c:13]([C:14]#[N:15])[cH:16][cH:17]2)[cH:21][c:22]([F:25])[cH:23][cH:24]1. Yields the product COC(=O)c1cccc2oc(N3CCN(C(=O)OC(C)(C)C)CC3C(C)(C)C)nc12. RXN SMILES: [C:1]([CH3:2])([CH3:3])([CH3:4])[O:5][C:6](=[O:7])[N:8]1[CH2:9][CH:10]([C:14]([CH3:15])([CH3:16])[CH3:17])[NH:11][CH2:12][CH2:13]1.[CH3:34][O:35][CH2:36][CH2:37][O:38][CH3:39].[Cl:20][c:21]1[o:22][c:23]2[c:24]([n:25]1)[c:26]([C:30](=[O:31])[O:32][CH3:33])[cH:27][cH:28][cH:29]2.[H-:19].[Na+:18]>>[C:1]([CH3:2])([CH3:3])([CH3:4])[O:5][C:6](=[O:7])[N:8]1[CH2:9][CH:10]([C:14]([CH3:15])([CH3:16])[CH3:17])[N:11]([c:21]2[o:22][c:23]3[c:24]([n:25]2)[c:26]([C:30](=[O:31])[O:32][CH3:33])[cH:27][cH:28][cH:29]3)[CH2:12][CH2:13]1. The reactants are CC(C)(C)OC(=O)N1CCNC(C(C)(C)C)C1, COCCOC, COC(=O)c1cccc2oc(Cl)nc12, [H-], [Na+]. Starting materials: CO, COC(=O)c1ccc2c(C3CCCCC3)c3n(c2c1)CC(N=[N+]=[N-])COc1ccccc1-3. Yields the product COC(=O)c1ccc2c(C3CCCCC3)c3n(c2c1)CC(N)COc1ccccc1-3. As a reaction SMILES: [CH3:33][OH:34].[N:1](=[N+:2]=[N-:3])[CH:4]1[CH2:5][O:6][c:7]2[c:8]([cH:29][cH:30][cH:31][cH:32]2)-[c:9]2[n:10]([c:12]3[cH:13][c:14]([C:25](=[O:26])[O:27][CH3:28])[cH:15][cH:16][c:17]3[c:18]2[CH:19]2[CH2:20][CH2:21][CH2:22][CH2:23][CH2:24]2)[CH2:11]1>>[NH2:1][CH:4]1[CH2:5][O:6][c:7]2[c:8]([cH:29][cH:30][cH:31][cH:32]2)-[c:9]2[n:10]([c:12]3[cH:13][c:14]([C:25](=[O:26])[O:27][CH3:28])[cH:15][cH:16][c:17]3[c:18]2[CH:19]2[CH2:20][CH2:21][CH2:22][CH2:23][CH2:24]2)[CH2:11]1. Starting materials: CC#N, COc1cc2c(Cl)c([N+](=O)[O-])cnc2cc1-c1c(C)noc1C, NCc1ccccn1. Yields the product COc1cc2c(NCc3ccccn3)c([N+](=O)[O-])cnc2cc1-c1c(C)noc1C. Reaction SMILES: [CH3:32][C:33]#[N:34].[Cl:1][c:2]1[c:3]([N+:21](=[O:22])[O-:23])[cH:4][n:5][c:6]2[cH:7][c:8](-[c:14]3[c:15]([CH3:20])[n:16][o:17][c:18]3[CH3:19])[c:9]([O:12][CH3:13])[cH:10][c:11]12.[NH2:24][CH2:25][c:26]1[n:27][cH:28][cH:29][cH:30][cH:31]1>>[c:2]1([NH:24][CH2:25][c:26]2[n:27][cH:28][cH:29][cH:30][cH:31]2)[c:3]([N+:21](=[O:22])[O-:23])[cH:4][n:5][c:6]2[cH:7][c:8](-[c:14]3[c:15]([CH3:20])[n:16][o:17][c:18]3[CH3:19])[c:9]([O:12][CH3:13])[cH:10][c:11]12. Reactants: O=C1CCC(=O)N1Br, C1CCOC1, CC(O)c1noc(-c2cccc(Cl)c2)n1, c1ccc(P(c2ccccc2)c2ccccc2)cc1. The product is CC(Br)c1noc(-c2cccc(Cl)c2)n1. RXN SMILES: [Br:1][N:2]1[C:3](=[O:4])[CH2:5][CH2:6][C:7]1=[O:8].[CH2:43]1[O:44][CH2:45][CH2:46][CH2:47]1.[Cl:28][c:29]1[cH:30][c:31](-[c:35]2[n:36][c:37]([CH:40]([CH3:41])[OH:42])[n:38][o:39]2)[cH:32][cH:33][cH:34]1.[c:9]1([P:10]([c:11]2[cH:12][cH:13][cH:14][cH:15][cH:16]2)[c:17]2[cH:18][cH:19][cH:20][cH:21][cH:22]2)[cH:23][cH:24][cH:25][cH:26][cH:27]1>>[Br:1][CH:40]([c:37]1[n:36][c:35](-[c:31]2[cH:30][c:29]([Cl:28])[cH:34][cH:33][cH:32]2)[o:39][n:38]1)[CH3:41].